From a dataset of the Open Reaction Database (ORD), a public repository of structured organic reaction records. describe an organic reaction: reactants, conditions, products, and yield The reactants are CC(C)(C)[O-], COC(=O)NC(C)(CO)CCc1ccc(Br)s1, CN(C)C=O, Cl, [K+]. Yields the product CC1(CCc2ccc(Br)s2)COC(=O)N1. As a reaction SMILES: [CH3:18][C:19]([CH3:20])([O-:21])[CH3:22].[CH3:1][O:2][C:3](=[O:4])[NH:5][C:6]([CH2:7][OH:8])([CH2:9][CH2:10][c:11]1[s:12][c:13]([Br:16])[cH:14][cH:15]1)[CH3:17].[CH3:25][N:26]([CH3:27])[CH:28]=[O:29].[ClH:24].[K+:23]>>[O:2]=[C:3]1[NH:5][C:6]([CH2:9][CH2:10][c:11]2[s:12][c:13]([Br:16])[cH:14][cH:15]2)([CH3:17])[CH2:7][O:8]1. Reactants: [Br-], O=C([O-])[O-], CCCC[N+](CCCC)(CCCC)CCCC, ClCCl, [K+], [K+], [N-]=[N+]=[N-], [Na+], O, O=C(O)C(F)(F)F, O=C(Cc1ccccc1)NCCc1cccc2ccc(C(=O)Cl)cc12. Yields the product Nc1ccc2cccc(CCNC(=O)Cc3ccccc3)c2c1. RXN SMILES: [Br-:46].[C:37](=[O:38])([O-:39])[O-:40].[CH3:47][CH2:48][CH2:49][CH2:50][N+:51]([CH2:52][CH2:53][CH2:54][CH3:55])([CH2:56][CH2:57][CH2:58][CH3:59])[CH2:60][CH2:61][CH2:62][CH3:63].[Cl:43][CH2:44][Cl:45].[K+:41].[K+:42].[N-:27]=[N+:28]=[N-:29].[Na+:26].[OH2:64].[OH:30][C:31]([C:32]([F:33])([F:34])[F:35])=[O:36].[c:1]1([CH2:7][C:8](=[O:9])[NH:10][CH2:11][CH2:12][c:13]2[cH:14][cH:15][cH:16][c:17]3[cH:18][cH:19][c:20]([C:23]([Cl:24])=[O:25])[cH:21][c:22]23)[cH:2][cH:3][cH:4][cH:5][cH:6]1>>[c:1]1([CH2:7][C:8](=[O:9])[NH:10][CH2:11][CH2:12][c:13]2[cH:14][cH:15][cH:16][c:17]3[cH:18][cH:19][c:20]([NH2:27])[cH:21][c:22]23)[cH:2][cH:3][cH:4][cH:5][cH:6]1. The reactants are C1=C(Cc2ccccc2)CCNC1, OCCCc1c[nH]c2ccc(-n3cnnc3)cc12, c1ccc2[nH]ccc2c1. Product: C1=C(Cc2ccccc2)CCN(CCCc2c[nH]c3ccc(-n4cnnc4)cc23)C1. RXN SMILES: [CH2:19]([c:20]1[cH:21][cH:22][cH:23][cH:24][cH:25]1)[C:26]1=[CH:27][CH2:28][NH:29][CH2:30][CH2:31]1.[n:1]1[n:2][cH:3][n:4](-[c:6]2[cH:7][c:8]3[c:9]([CH2:15][CH2:16][CH2:17][OH:18])[cH:10][nH:11][c:12]3[cH:13][cH:14]2)[cH:5]1.[nH:32]1[c:33]2[c:34]([cH:35][cH:36][cH:37][cH:38]2)[cH:39][cH:40]1>>[n:1]1[n:2][cH:3][n:4](-[c:6]2[cH:7][c:8]3[c:9]([CH2:15][CH2:16][CH2:17][N:29]4[CH2:28][CH:27]=[C:26]([CH2:19][c:20]5[cH:21][cH:22][cH:23][cH:24][cH:25]5)[CH2:31][CH2:30]4)[cH:10][nH:11][c:12]3[cH:13][cH:14]2)[cH:5]1. Starting materials: [Br-], C1CCOC1, CCOCC, [Mg+]C1CC1, [Cl-], COc1ccc(COc2cc(C#N)cc(-c3ccc4c(c3)OCO4)c2)cc1, O=S(=O)(O)O. The product is COc1ccc(COc2cc(C(=O)C3CC3)cc(-c3ccc4c(c3)OCO4)c2)cc1. Reaction SMILES: [Br-:33].[CH2:39]1[O:40][CH2:41][CH2:42][CH2:43]1.[CH3:44][CH2:45][O:46][CH2:47][CH3:48].[CH:29]1([Mg+:32])[CH2:30][CH2:31]1.[Cl-:28].[O:1]1[CH2:2][O:3][c:4]2[c:5]1[cH:6][cH:7][c:8](-[c:10]1[cH:11][c:12]([C:13]#[N:14])[cH:15][c:16]([O:18][CH2:19][c:20]3[cH:21][cH:22][c:23]([O:26][CH3:27])[cH:24][cH:25]3)[cH:17]1)[cH:9]2.[S:34]([OH:35])(=[O:36])(=[O:37])[OH:38]>>[O:1]1[CH2:2][O:3][c:4]2[c:5]1[cH:6][cH:7][c:8](-[c:10]1[cH:11][c:12]([C:13]([CH:29]3[CH2:30][CH2:31]3)=[O:35])[cH:15][c:16]([O:18][CH2:19][c:20]3[cH:21][cH:22][c:23]([O:26][CH3:27])[cH:24][cH:25]3)[cH:17]1)[cH:9]2. The reactants are OC1=C(C=CC(=C1)C)NC(CC=1NC(C=C(N1)N1CCOCC1)=O)=O (N-(2-hydroxy-4-methylphenyl)-2-[4-(morpholin-4-yl)-6-oxo-1,6-dihydropyrimidin-2-yl]acetamide), O.CC1=CC=C(C=C1)S(=O)(=O)O (4-methylbenzenesulphonic acid hydrate). Run in C=1(C(=CC=CC1)C)C (xylene). Yields the product CC1=CC2=C(N=C(O2)CC2=NC(=CC(N2)=O)N2CCOCC2)C=C1 (2-[(6-methyl-1,3-benzoxazol-2-yl)methyl]-6-(morpholin-4-yl)pyrimidin-4(3H)one). Reaction SMILES: [OH:1][C:2]1[CH:7]=[C:6]([CH3:8])[CH:5]=[CH:4][C:3]=1[NH:9][C:10](=O)[CH2:11][C:12]1[NH:13][C:14](=[O:24])[CH:15]=[C:16]([N:18]2[CH2:23][CH2:22][O:21][CH2:20][CH2:19]2)[N:17]=1.O.CC1C=CC(S(O)(=O)=O)=CC=1>C1(C)C(C)=CC=CC=1>[CH3:8][C:6]1[CH:5]=[CH:4][C:3]2[N:9]=[C:10]([CH2:11][C:12]3[NH:13][C:14](=[O:24])[CH:15]=[C:16]([N:18]4[CH2:19][CH2:20][O:21][CH2:22][CH2:23]4)[N:17]=3)[O:1][C:2]=2[CH:7]=1 |f:1.2|. Procedure: The product is prepared according to the procedure described in Example 2, using 390 mg of N-(2-hydroxy-4-methylphenyl)-2-[4-(morpholin-4-yl)-6-oxo-1,6-dihydropyrimidin-2-yl]acetamide and 108 mg of 4-methylbenzenesulphonic acid hydrate, and replacing the toluene with xylene. After recrystallization from 20 ml of ethanol and 5 ml of methanol, 105 mg of 2-[(6-methyl-1,3-benzoxazol-2-yl)methyl]-6-(morpholin-4-yl)pyrimidin-4(3H)-one are obtained in the form of a white solid, the characteristics of w...